Dataset: the Open Reaction Database (ORD), a public repository of structured organic reaction records. Task: describe an organic reaction: reactants, conditions, products, and yield The reactants are COC=1C=C(C=CC1OC)CCN (3,4-dimethoxyphenylethylamine), COC1=C(C2CO2)C=CC=C1 (o-methoxystyrene oxide). Reaction conditions: time 8 hour. Yields the product COC=1C=C(C=CC1OC)CCNCC(C1=C(C=CC=C1)OC)O (N-[2-(3,4-dimethoxyphenyl)ethyl]-2-hydroxy-2-(2-methoxyphenyl)ethylamine). Reaction SMILES: [CH3:1][O:2][C:3]1[CH:4]=[C:5]([CH2:11][CH2:12][NH2:13])[CH:6]=[CH:7][C:8]=1[O:9][CH3:10].[CH3:14][O:15][C:16]1[CH:24]=[CH:23][CH:22]=[CH:21][C:17]=1[CH:18]1[O:20][CH2:19]1>>[CH3:1][O:2][C:3]1[CH:4]=[C:5]([CH2:11][CH2:12][NH:13][CH2:19][CH:18]([OH:20])[C:17]2[CH:21]=[CH:22][CH:23]=[CH:24][C:16]=2[O:15][CH3:14])[CH:6]=[CH:7][C:8]=1[O:9][CH3:10]. Procedure: A mixture of 33,5 g. (0.185 mol) of 3,4-dimethoxyphenylethylamine and 28 g. of o-methoxystyrene oxide is heated with stirring under argon on a steam bath overnight. A sample is chromatographed to obtain a pure sample of the product. This pure seed and 200 ml. of 2:1 ethyl acetatepetroleum ether are added to the reaction mixture. Chilling and stirring yields the product N-[2-(3,4-dimethoxyphenyl)ethyl]-2-hydroxy-2-(2-methoxyphenyl)ethylamine. m.p. 88° C. Reactants: NCC(=O)O (glycine), ClC1(C(C1)(C(=O)Cl)C)Cl (2,2-dichloro-1-methylcyclopropanecarbonyl chloride). Run in [OH-].[Na+] (NaOH), [OH-].[Na+] (NaOH). Reaction conditions: time 30 minute. The product is ClC1(C(C1)(C(=O)NCC(=O)O)C)Cl (N-(2,2-dichloro-1-methylcyclopropanoyl)-glycine). Isolated yield 74.0%. RXN SMILES: [NH2:1][CH2:2][C:3]([OH:5])=[O:4].[Cl:6][C:7]1([Cl:14])[CH2:9][C:8]1([CH3:13])[C:10](Cl)=[O:11]>[OH-].[Na+]>[Cl:6][C:7]1([Cl:14])[CH2:9][C:8]1([CH3:13])[C:10]([NH:1][CH2:2][C:3]([OH:5])=[O:4])=[O:11] |f:2.3|. Procedure details: 2.0 g (0.027 mol) of glycine are dissolved in 7 ml of 4 N NaOH and 2,2-dichloro-1-methylcyclopropanecarbonyl chloride and 6.5 ml of 4 N NaOH solution are added in portions at 5 to 10° C., while cooling with ice, the pH being kept>8. The mixture is subsequently stirred for 30 minutes, the aqueous phase is extracted twice with ether and acidified to about pH 2 with 1 N HCl and the precipitate formed is filtered off with suction. After drying, 4.5 g (74% of theory) of N-(2,2-dichloro-1-methylcyclop... The reactants are [Br-], CCNCC, CC(C)(C)[O-], Cc1ccccc1, Cc1ccc(Cl)cc1, [K+], [Li+]. Product: CCN(CC)c1ccc(C)cc1. RXN SMILES: [Br-:21].[CH2:9]([CH3:10])[NH:11][CH2:12][CH3:13].[CH3:14][C:15]([CH3:16])([O-:17])[CH3:18].[CH3:22][c:23]1[cH:24][cH:25][cH:26][cH:27][cH:28]1.[Cl:1][c:2]1[cH:3][cH:4][c:5]([CH3:8])[cH:6][cH:7]1.[K+:19].[Li+:20]>>[c:2]1([N:11]([CH2:9][CH3:10])[CH2:12][CH3:13])[cH:3][cH:4][c:5]([CH3:8])[cH:6][cH:7]1. The reactants are CCc1cccc2c3c([nH]c12)C(CC)(CC(=O)O)OCC3, CNCC(O)C(O)C(O)C(O)CO, CCO. Yields the product CCc1cccc2c3c([nH]c12)C(CC)(CC(=O)O)OCC3. RXN SMILES: [CH3:1][CH2:2][c:3]1[cH:4][cH:5][cH:6][c:7]2[c:8]3[c:19]([nH:20][c:21]12)[C:12]([CH2:13][CH3:14])([CH2:15][C:16]([OH:17])=[O:18])[O:11][CH2:10][CH2:9]3.[CH3:22][NH:23][CH2:24][CH:25]([CH:26]([CH:27]([CH:28]([CH2:29][OH:30])[OH:31])[OH:32])[OH:33])[OH:34].[CH3:35][CH2:36][OH:37]>>[CH3:1][CH2:2][c:3]1[cH:4][cH:5][cH:6][c:7]2[c:8]3[c:19]([nH:20][c:21]12)[C:12]([CH2:13][CH3:14])([CH2:15][C:16](=[O:17])[OH:18])[O:11][CH2:10][CH2:9]3.